From a dataset of the Open Reaction Database (ORD), a public repository of structured organic reaction records. describe an organic reaction: reactants, conditions, products, and yield Starting materials: ClC=1C2=C(N=C(N1)C1=NC=CC=C1)NC=C2 (4-Chloro-2-pyridin-2-yl-7H-pyrrolo[2,3-d]pyrimidine), ClC=1C2=C(N=C(N1)C1=NC=CC=C1)NC=C2 (4-Chloro-2-pyridin-2-yl-7H-pyrrolo[2,3-d]pyrimidine), N1=CC(=CC=C1)B(O)O (pyridine-3-boronic acid), C(=O)([O-])[O-].[Na+].[Na+] (Na2CO3), COCCOC.CCO (DME EtOH). Reagents/catalysts: C=1C=CC(=CC1)[P](C=2C=CC=CC2)(C=3C=CC=CC3)[Pd]([P](C=4C=CC=CC4)(C=5C=CC=CC5)C=6C=CC=CC6)([P](C=7C=CC=CC7)(C=8C=CC=CC8)C=9C=CC=CC9)[P](C=1C=CC=CC1)(C=1C=CC=CC1)C=1C=CC=CC1 (Pd(PPh3)4), Cl[Pd]([P](C1=CC=CC=C1)(C2=CC=CC=C2)C3=CC=CC=C3)([P](C4=CC=CC=C4)(C5=CC=CC=C5)C6=CC=CC=C6)Cl (PdCl2(PPh3)2), Cl[Pd]([P](C1=CC=CC=C1)(C2=CC=CC=C2)C3=CC=CC=C3)([P](C4=CC=CC=C4)(C5=CC=CC=C5)C6=CC=CC=C6)Cl (PdCl2(PPh3)2). Solvent: CC#N (MeCN), CC#N (MeCN). Yields the product N1=CC(=CC=C1)C=1C2=C(N=C(N1)C1=NC=CC=C1)NC=C2 (4-Pyridin-3-yl-2-pyridin-2-yl-7H-pyrrolo[2,3-d]pyrimidine). As a reaction SMILES: Cl[C:2]1[C:3]2[CH:16]=[CH:15][NH:14][C:4]=2[N:5]=[C:6]([C:8]2[CH:13]=[CH:12][CH:11]=[CH:10][N:9]=2)[N:7]=1.[N:17]1[CH:22]=[CH:21][CH:20]=[C:19](B(O)O)[CH:18]=1.C([O-])([O-])=O.[Na+].[Na+].COCCOC.CCO>CC#N.Cl[Pd](Cl)([P](C1C=CC=CC=1)(C1C=CC=CC=1)C1C=CC=CC=1)[P](C1C=CC=CC=1)(C1C=CC=CC=1)C1C=CC=CC=1.C1C=CC([P]([Pd]([P](C2C=CC=CC=2)(C2C=CC=CC=2)C2C=CC=CC=2)([P](C2C=CC=CC=2)(C2C=CC=CC=2)C2C=CC=CC=2)[P](C2C=CC=CC=2)(C2C=CC=CC=2)C2C=CC=CC=2)(C2C=CC=CC=2)C2C=CC=CC=2)=CC=1>[N:17]1[CH:22]=[CH:21][CH:20]=[C:19]([C:2]2[C:3]3[CH:16]=[CH:15][NH:14][C:4]=3[N:5]=[C:6]([C:8]3[CH:13]=[CH:12][CH:11]=[CH:10][N:9]=3)[N:7]=2)[CH:18]=1 |f:2.3.4,5.6,^1:46,65,88,90,109,128|. Procedure: 4-Chloro-2-pyridin-2-yl-7H-pyrrolo[2,3-d]pyrimidine (Intermediate 1) (1 eq, 1.17 mmol, 285 mg) and pyridine-3-boronic acid (ABCR GmbH & Co. KG, Karlsruhe, Germany) (2 eq, 2.35 mmol, 294 mg) are dissolved in MeCN (8 ml). Then an aqueous Na2CO3 solution (2 M, 4 eq, 4.7 mmol, 2.3 ml) and PdCl2(PPh3)2 (0.1 eq, 0.117 mmol, 84 mg) are added and the resulting mixture is heated using microwave radiation at 150° C. for 20 min. Alternatively Pd(PPh3)4 and DME/EtOH (1:1) can be used instead of PdCl2(PPh3)2... Starting materials: OC1=C(C#N)C(=CC=C1)[N+](=O)[O-] (2-hydroxy-6-nitrobenzonitrile), C(CCC)Br (butyl bromide). Yields the product [N+](=O)([O-])C1=C(C#N)C(=CC=C1)OCCCC (2-nitro-6-butoxybenzonitrile). Reaction SMILES: [OH:1][C:2]1[CH:9]=[CH:8][CH:7]=[C:6]([N+:10]([O-:12])=[O:11])[C:3]=1[C:4]#[N:5].[CH2:13](Br)[CH2:14][CH2:15][CH3:16]>>[N+:10]([C:6]1[CH:7]=[CH:8][CH:9]=[C:2]([O:1][CH2:13][CH2:14][CH2:15][CH3:16])[C:3]=1[C:4]#[N:5])([O-:12])=[O:11]. Procedure: Prepared in a similar manner as Example 115c from 2-hydroxy-6-nitrobenzonitrile (Example 115d) and butyl bromide to provide 2-nitro-6-butoxybenzonitrile. Yield: 21.3%. Reaction SMILES: [NH2:1][CH2:2][CH2:3][NH:4][CH2:5][CH2:6][CH2:7][NH:8][CH2:9][CH2:10][NH2:11].[C:12]12[C:29](=O)[O:28][C:26](=[O:27])[C:24]3=[C:25]1[C:16](=[CH:17][C:18]1[C:23]3=[CH:22][CH:21]=[CH:20][CH:19]=1)[CH:15]=[CH:14][CH:13]=2>C(O)C>[O:27]=[C:26]1[C:24]2[C:25]3[C:16](=[CH:15][CH:14]=[CH:13][C:12]=3[C:29](=[O:28])[N:11]1[CH2:10][CH2:9][NH:8][CH2:7][CH2:6][CH2:5][NH:4][CH2:3][CH2:2][NH2:1])[CH:17]=[C:18]1[CH:19]=[CH:20][CH:21]=[CH:22][C:23]1=2. Solvent: C(C)O (ethanol), C(C)O (ethanol). Product: O=C1N(C(C2=C3C(C=C4C(=C13)C=CC=C4)=CC=C2)=O)CCNCCCNCCN (N-[2-(1,2-dihydro-1,3-dioxo-3H-dibenz[de,h]isoquinolin-2-yl)ethyl]-N'-(2-aminoethyl)-1,3-propanediamine). Reaction conditions: time 24 hour. Procedure details: A solution of 5.0 g (31 mmol) of N,N'-bis(2-aminoethyl)-1,3-propanediamine in 200 ml of ethanol 99% is treated with 1,5 g (6 mmol) of anthracene-1,9-dicarboxylic acid anhydride in 100 ml of ethanol and stirred for 24 hours at room temperature. The solid is collected on a filter, washed with ethanol and crystallized from ethanol to give 0.5 g (20%) of N-[2-(1,2-dihydro-1,3-dioxo-3H-dibenz[de,h]isoquinolin-2-yl)ethyl]-N'-(2-aminoethyl)-1,3-propanediamine. M.p. 150° C. Starting materials: NCCNCCCNCCN (N,N'-bis(2-aminoethyl)-1,3-propanediamine), C12=CC=CC3=CC4=CC=CC=C4C(=C13)C(=O)OC2=O (anthracene-1,9-dicarboxylic acid anhydride). Yields the product COC(=O)CC1CCN(C)CC1. The reactants are CCO, COC(=O)C=C1CCN(C)CC1. RXN SMILES: [CH3:13][CH2:14][OH:15].[CH3:1][O:2][C:3]([CH:4]=[C:5]1[CH2:6][CH2:7][N:8]([CH3:11])[CH2:9][CH2:10]1)=[O:12]>>[CH3:1][O:2][C:3]([CH2:4][CH:5]1[CH2:6][CH2:7][N:8]([CH3:11])[CH2:9][CH2:10]1)=[O:12]. The reactants are CC1([C@@H](N2[C@H](S1)[C@@H](C2=O)NC(=O)[C@@H](C3=CC=C(C=C3)O)N)C(=O)O)C (amoxycillin trihydrate), C(C(C)O)O (1,2-propanediol). Run in ClCCl (Dichloromethane). Yields the product CC1([C@@H](N2[C@H](S1)[C@@H](C2=O)NC(=O)[C@@H](C=3C=CC(=CC3)O)N)C(=O)O)C.C(C(C)[O-])[O-] (amoxycillin 1,2-propanediolate). As a reaction SMILES: [CH3:1][C:2]1([CH3:25])[S:6][C@@H:5]2[C@H:7]([NH:10][C:11]([C@H:13]([NH2:21])[C:14]3[CH:19]=[CH:18][C:17]([OH:20])=[CH:16][CH:15]=3)=[O:12])[C:8](=[O:9])[N:4]2[C@H:3]1[C:22]([OH:24])=[O:23].[CH2:26]([OH:30])[CH:27]([OH:29])[CH3:28]>ClCCl>[CH3:1][C:2]1([CH3:25])[S:6][C@@H:5]2[C@H:7]([NH:10][C:11]([C@H:13]([NH2:21])[C:14]3[CH:15]=[CH:16][C:17]([OH:20])=[CH:18][CH:19]=3)=[O:12])[C:8](=[O:9])[N:4]2[C@H:3]1[C:22]([OH:24])=[O:23].[CH2:26]([O-:30])[CH:27]([O-:29])[CH3:28] |f:3.4|. Procedure details: Dichloromethane (63 ml; methanol-free) was added to amoxycillin trihydrate (3.5 g; purity by HPLC 86%; water 12.9%) with stirring at room temperature and, then, followed by the addition of 1,2-propanediol (22 ml). The reaction mixture was further stirred for about 20 min at the same temperature. The product was filtered and, then, washed on the filter with dichloromethane (100 ml). Thereafter, the product was suspended in dichloromethane (80 ml) and stirred for about 20 min at room temperature. ... Reactants: N#Cc1ccc(-c2ccc(Br)cc2)cc1, CO, c1ccc(-c2ccc(-c3ccoc3)cc2)cc1. The product is N#Cc1ccc(-c2ccc(-c3ccoc3)cc2)cc1. Reaction SMILES: [Br:18][c:19]1[cH:20][cH:21][c:22](-[c:23]2[cH:24][cH:25][c:26]([C:31]#[N:32])[cH:27][cH:28]2)[cH:29][cH:30]1.[CH3:33][OH:34].[c:1]1(-[c:12]2[cH:13][cH:14][cH:15][cH:16][cH:17]2)[cH:2][cH:3][c:4](-[c:7]2[cH:8][o:9][cH:10][cH:11]2)[cH:5][cH:6]1>>[c:1]1(-[c:12]2[cH:13][cH:14][c:15]([C:31]#[N:32])[cH:16][cH:17]2)[cH:2][cH:3][c:4](-[c:7]2[cH:8][o:9][cH:10][cH:11]2)[cH:5][cH:6]1.